From a dataset of the Open Reaction Database (ORD), a public repository of structured organic reaction records. describe an organic reaction: reactants, conditions, products, and yield Starting materials: [N+](=O)([O-])[O-].[K+] (potassium nitrate), ClC1=CC(=NC=C1)N1CCN(CC1)C(C(C)(C)C)=O (1-[4-(4-chloro-pyridin-2-yl)-piperazin-1-yl]-2,2-dimethyl-propan-1-one), [OH-].[Na+] (sodium hydroxide). The solvent is O (water), S(O)(O)(=O)=O (sulfuric acid). Reaction conditions: temperature 0 celsius, time 8 hour. Yields the product ClC1=CC(=NC=C1[N+](=O)[O-])N1CCN(CC1)C(C(C)(C)C)=O (1-[4-(4-chloro-5-nitro-pyridin-2-yl)-piperazin-1-yl]-2,2-dimethyl-propan-1-one). As a reaction SMILES: [Cl:1][C:2]1[CH:7]=[CH:6][N:5]=[C:4]([N:8]2[CH2:13][CH2:12][N:11]([C:14](=[O:19])[C:15]([CH3:18])([CH3:17])[CH3:16])[CH2:10][CH2:9]2)[CH:3]=1.[N+:20]([O-])([O-:22])=[O:21].[K+].[OH-].[Na+]>S(=O)(=O)(O)O.O>[Cl:1][C:2]1[C:7]([N+:20]([O-:22])=[O:21])=[CH:6][N:5]=[C:4]([N:8]2[CH2:13][CH2:12][N:11]([C:14](=[O:19])[C:15]([CH3:16])([CH3:18])[CH3:17])[CH2:10][CH2:9]2)[CH:3]=1 |f:1.2,3.4|. Reported procedure: Dissolve 1-[4-(4-chloro-pyridin-2-yl)-piperazin-1-yl]-2,2-dimethyl-propan-1-one (1.6 mmol, 0.4 g) in sulfuric acid (2.3 mL) and cool the solution down to 0° C. Add potassium nitrate (1.6 mmol, 0.2 g) and stir the mixture allowing to reach room temperature overnight. Dilute the mixture with water and add sodium hydroxide 10% until basic pH. Extract in ethyl acetate. Dry over sodium sulfate, filter, and concentrate under reduced pressure to give a residue of 1-[4-(4-chloro-5-nitro-pyridin-2-yl)-pi... The solvent is O (water). As a reaction SMILES: [C:1]([OH:11])(=[O:10])[C:2]1[C:3](=[CH:5][CH:6]=[CH:7][C:8]=1[OH:9])[OH:4].[Bi:12]>O>[C:1]([O-:11])(=[O:10])[C:2]1[C:3](=[CH:5][CH:6]=[CH:7][C:8]=1[OH:9])[OH:4].[Bi:12]. Reactants: [Bi] (bismuth), C(C=1C(O)=CC=CC1O)(=O)O (γ-resorcylic acid), [Bi] (bismuth). Procedure details: A first process consists in reacting γ-resorcylic acid with a bismuth compound; the said acid is dispersed in water and the temperature of the mixture is raised to a temperature of between approximately 40° C. and approximately 60° C., preferably approximately 50° C., and then the bismuth compound is added and the temperature is raised, with stirring, to a temperature of between approximately 70° C. and approximately 90° C., preferably approximately 80° C., allowing the reaction to continue, adv... Product: C(C=1C(O)=CC=CC1O)(=O)[O-] (γ-resorcylate), [Bi] (bismuth). Run at temperature 50 celsius, time 5 hour. The reactants are NCC(CN1N=CN=C1)(O)C1=C(C=C(C=C1)Cl)Cl (3-amino-2-(2,4-dichlorophenyl)-1-(1H-1,2,4-triazol-1-yl)propan-2-ol), C(CC)S(=O)(=O)Cl (propanesulfonylchloride). Product: ClC1=C(C=CC(=C1)Cl)C(CN1N=CN=C1)(CNS(=O)(=O)CCC)O (2-(2,4-Dichlorophenyl)-3-(propanesulfonamido)-1-(1H-1,2,4-triazol-1-yl)propan-2-ol). As a reaction SMILES: [NH2:1][CH2:2][C:3]([C:11]1[CH:16]=[CH:15][C:14]([Cl:17])=[CH:13][C:12]=1[Cl:18])([OH:10])[CH2:4][N:5]1[CH:9]=[N:8][CH:7]=[N:6]1.[CH2:19]([S:22](Cl)(=[O:24])=[O:23])[CH2:20][CH3:21]>>[Cl:18][C:12]1[CH:13]=[C:14]([Cl:17])[CH:15]=[CH:16][C:11]=1[C:3]([OH:10])([CH2:2][NH:1][S:22]([CH2:19][CH2:20][CH3:21])(=[O:24])=[O:23])[CH2:4][N:5]1[CH:9]=[N:8][CH:7]=[N:6]1. Procedure: Following the procedure described in example 1 but using 3-amino-2-(2,4-dichlorophenyl)-1-(1H-1,2,4-triazol-1-yl)propan-2-ol and propanesulfonylchloride, the title compound was obtained in a similar yield: mp 128°-129° C.; 1H NMR (80 MHz, CDCl3)δ(TMS) 7.99 (s, 1H, CH=N), 7.83 (s, 1H, CH=N), 7.62 (d, J=8.5 Hz, 1H, arom), 7.4-7.1 (m, 2H, arom), 5.00 (AB system, Δv=0.56, J=14.5 Hz, 2H, CH2 -Tr), 4.91 (m, 1H, NH, 4.1-3.5 (m, 2H, CH2NH), 3.1-2.8 (m, 2H, CH2S), 2.1-1.5 (m, 2H, CH2CH2S), 1.00 (t, J=7.5... The reactants are COC(=O)C(CC(C)C)N(Cc1ccccc1)Cc1ccccc1, CCOC(C)=O, CS(C)=O, [NH2-], [Na], C1CCOC1, O=C(O)CC(O)(CC(=O)O)C(=O)O. Yields the product CC(C)CC(C(=O)CS(C)=O)N(Cc1ccccc1)Cc1ccccc1. As a reaction SMILES: [CH3:3][O:4][C:5]([CH:6]([N:7]([CH2:8][c:9]1[cH:10][cH:11][cH:12][cH:13][cH:14]1)[CH2:15][c:16]1[cH:17][cH:18][cH:19][cH:20][cH:21]1)[CH2:22][CH:23]([CH3:24])[CH3:25])=[O:26].[CH3:40][CH2:41][O:42][C:43](=[O:44])[CH3:45].[CH3:46][S:47](=[O:48])[CH3:49].[NH2-:2].[Na:1].[O:50]1[CH2:51][CH2:52][CH2:53][CH2:54]1.[OH:27][C:28]([CH2:29][C:30]([C:31](=[O:32])[OH:33])([CH2:34][C:35](=[O:36])[OH:37])[OH:38])=[O:39]>>[C:5]([CH:6]([N:7]([CH2:8][c:9]1[cH:10][cH:11][cH:12][cH:13][cH:14]1)[CH2:15][c:16]1[cH:17][cH:18][cH:19][cH:20][cH:21]1)[CH2:22][CH:23]([CH3:24])[CH3:25])(=[O:26])[CH2:46][S:47](=[O:48])[CH3:49]. Reactants: ClC1=CC=C(C=C1)CCCCBr (4(p-chlorophenyl)butyl bromide), P(OCC)(OCC)OCC (triethyl phosphite), C(C)Br (ethyl bromide). The solvent is O (water). The product is ClC1=CC=C(C=C1)CCCCP(OCC)(OCC)=O (Diethyl 4(p-chlorophenyl)butylphosphonate). The yield is 78.0%. As a reaction SMILES: [Cl:1][C:2]1[CH:7]=[CH:6][C:5]([CH2:8][CH2:9][CH2:10][CH2:11]Br)=[CH:4][CH:3]=1.[P:13]([O:20]CC)([O:17][CH2:18][CH3:19])[O:14][CH2:15][CH3:16].C(Br)C>O>[Cl:1][C:2]1[CH:7]=[CH:6][C:5]([CH2:8][CH2:9][CH2:10][CH2:11][P:13](=[O:20])([O:17][CH2:18][CH3:19])[O:14][CH2:15][CH3:16])=[CH:4][CH:3]=1. Procedure: A mixture of 12.38 g of 4(p-chlorophenyl)butyl bromide and 20 g of triethyl phosphite was refluxed at 160° for seven hours. During this period the circulating water in the condenser was maintained at 50° to allow the ethyl bromide to distill off. After removal of the excess of triethyl phosphite, distillation under reduced pressure gave 11.9 g (39 mmol) of a white viscuous oil.